describe an organic reaction: reactants, conditions, products, and yield From a dataset of the Open Reaction Database (ORD), a public repository of structured organic reaction records. The reactants are ClC1=CC=C2C(=N1)C=C(N2S(=O)(=O)C2=CC=CC=C2)C=2OC=CN2 (5-chloro-2-(1,3-oxazol-2-yl)-1-(phenylsulfonyl)-1H-pyrrolo[3,2-b]pyridine), N(NC(=O)OC(C)(C)C)C(=O)OC(C)(C)C (di-tert-butyl hydrazine-1,2-dicarboxylate), C(=O)([O-])[O-].[Cs+].[Cs+] (Cs2CO3). The reagents and catalysts are C1(CCCCC1)P(C1=C(C=CC=C1)C1=C(C=C(C=C1C(C)C)C(C)C)C(C)C)C1CCCCC1.NC1=C(C=CC=C1)C1=C(C=CC=C1)[Pd]Cl (dicyclohexyl(2′,4′,6′-triisopropylbiphenyl-2-yl)phosphine (2′-aminobiphenyl-2-yl)(chloro)palladium). The solvent is C1(=CC=CC=C1)C (toluene), C(Cl)Cl (DCM). Run at temperature 140 celsius. Yields the product O1C(=NC=C1)C1=CC2=NC(=CC=C2N1S(=O)(=O)C1=CC=CC=C1)N(NC(=O)OC(C)(C)C)C(=O)OC(C)(C)C (di-tert-butyl 1-[2-(1,3-oxazol-2-yl)-1-(phenylsulfonyl)-1H-pyrrolo[3,2-b]pyridin-5-yl]hydrazine-1,2-dicarboxylate), O1C(=NC=C1)C1=CC2=NC(=CC=C2N1)N(NC(=O)OC(C)(C)C)C(=O)OC(C)(C)C (di-tert-butyl 1-[2-(1,3-oxazol-2-yl)-1H-pyrrolo[3,2-b]pyridin-5-yl]hydrazine-1,2-dicarboxylate). Isolated yield 13.0%. RXN SMILES: Cl[C:2]1[N:7]=[C:6]2[CH:8]=[C:9]([C:20]3[O:21][CH:22]=[CH:23][N:24]=3)[N:10]([S:11]([C:14]3[CH:19]=[CH:18][CH:17]=[CH:16][CH:15]=3)(=[O:13])=[O:12])[C:5]2=[CH:4][CH:3]=1.[NH:25]([C:34]([O:36][C:37]([CH3:40])([CH3:39])[CH3:38])=[O:35])[NH:26][C:27]([O:29][C:30]([CH3:33])([CH3:32])[CH3:31])=[O:28].C([O-])([O-])=O.[Cs+].[Cs+]>C1(C)C=CC=CC=1.C(Cl)Cl.C1(P(C2CCCCC2)C2C=CC=CC=2C2C(C(C)C)=CC(C(C)C)=CC=2C(C)C)CCCCC1.NC1C=CC=CC=1C1C=CC=CC=1[Pd]Cl>[O:21]1[CH:22]=[CH:23][N:24]=[C:20]1[C:9]1[N:10]([S:11]([C:14]2[CH:19]=[CH:18][CH:17]=[CH:16][CH:15]=2)(=[O:13])=[O:12])[C:5]2[C:6](=[N:7][C:2]([N:25]([C:34]([O:36][C:37]([CH3:40])([CH3:39])[CH3:38])=[O:35])[NH:26][C:27]([O:29][C:30]([CH3:31])([CH3:32])[CH3:33])=[O:28])=[CH:3][CH:4]=2)[CH:8]=1.[O:21]1[CH:22]=[CH:23][N:24]=[C:20]1[C:9]1[NH:10][C:5]2[C:6](=[N:7][C:2]([N:25]([C:34]([O:36][C:37]([CH3:40])([CH3:39])[CH3:38])=[O:35])[NH:26][C:27]([O:29][C:30]([CH3:31])([CH3:32])[CH3:33])=[O:28])=[CH:3][CH:4]=2)[CH:8]=1 |f:2.3.4,7.8|. Procedure: A degassed mixture of 5-chloro-2-(1,3-oxazol-2-yl)-1-(phenylsulfonyl)-1H-pyrrolo[3,2-b]pyridine (0.80 g, 2.2 mmol, from Step 1), di-tert-butyl hydrazine-1,2-dicarboxylate (1.0 g, 4.4 mmol, Aldrich), dicyclohexyl(2′,4′,6′-triisopropylbiphenyl-2-yl)phosphine-(2′-aminobiphenyl-2-yl)(chloro)palladium (1:1) (0.17 g, 0.22 mmol, Aldrich), and Cs2CO3 (1.1 g, 3.3 mmol, Aldrich) in toluene (10. mL) was heated at 140° C. for 2 hours. The mixture was cooled to room temperature, diluted with DCM, filtered an... Starting materials: CCN1CCN(c2ccc(N)cn2)CC1, FC(F)(F)c1ccccc1-c1csc2cnc(Cl)nc12. Yields the product CCN1CCN(c2ccc(Nc3ncc4scc(-c5ccccc5C(F)(F)F)c4n3)cn2)CC1. Reaction SMILES: [CH2:21]([CH3:22])[N:23]1[CH2:24][CH2:25][N:26]([c:29]2[cH:30][cH:31][c:32]([NH2:35])[cH:33][n:34]2)[CH2:27][CH2:28]1.[Cl:1][c:2]1[n:3][cH:4][c:5]2[c:6]([n:7]1)[c:8](-[c:11]1[c:12]([C:17]([F:18])([F:19])[F:20])[cH:13][cH:14][cH:15][cH:16]1)[cH:9][s:10]2>>[c:2]1([NH:35][c:32]2[cH:31][cH:30][c:29]([N:26]3[CH2:25][CH2:24][N:23]([CH2:21][CH3:22])[CH2:28][CH2:27]3)[n:34][cH:33]2)[n:3][cH:4][c:5]2[c:6]([n:7]1)[c:8](-[c:11]1[c:12]([C:17]([F:18])([F:19])[F:20])[cH:13][cH:14][cH:15][cH:16]1)[cH:9][s:10]2.